This data is from the Open Reaction Database (ORD), a public repository of structured organic reaction records. The task is: describe an organic reaction: reactants, conditions, products, and yield The reactants are C(C1=CC=CC=C1)(=O)N=C=S (Benzoyl isothiocyanate), N[C@@]1([C@@H](C[C@@H](OC1)COCC1=CC=CC=C1)CO)C1=C(C=CC=C1)F ([(2R,4R,5S)-5-amino-2-benzyloxymethyl-5-(2-fluorophenyl)tetrahydropyran-4-yl]methanol). Run in ClCCl (dichloromethane). Run at time 3 hour. Yields the product C(C1=CC=CC=C1)OC[C@H]1C[C@H]2CSC(=N[C@]2(CO1)C1=C(C=CC=C1)F)N ((4aR,6R,8aS)-6-benzyloxymethyl-8a-(2-fluorophenyl)-4,4a,5,6,8,8a-hexahydro-7-oxa-3-thia-1-azanaphthalen-2-ylamine). RXN SMILES: C([N:9]=[C:10]=[S:11])(=O)C1C=CC=CC=1.[NH2:12][C@@:13]1([C:30]2[CH:35]=[CH:34][CH:33]=[CH:32][C:31]=2[F:36])[CH2:18][O:17][C@@H:16]([CH2:19][O:20][CH2:21][C:22]2[CH:27]=[CH:26][CH:25]=[CH:24][CH:23]=2)[CH2:15][C@H:14]1[CH2:28]O>ClCCl>[CH2:21]([O:20][CH2:19][C@@H:16]1[O:17][CH2:18][C@@:13]2([C:30]3[CH:35]=[CH:34][CH:33]=[CH:32][C:31]=3[F:36])[C@H:14]([CH2:28][S:11][C:10]([NH2:9])=[N:12]2)[CH2:15]1)[C:22]1[CH:27]=[CH:26][CH:25]=[CH:24][CH:23]=1. Procedure: Benzoyl isothiocyanate (893 μl) was added dropwise to a solution of [(2R,4R,5S)-5-amino-2-benzyloxymethyl-5-(2-fluorophenyl)tetrahydropyran-4-yl]methanol (2.08 g) in dichloromethane (30 ml). The reaction solution was stirred at room temperature for three hours, and then the solvent was evaporated under reduced pressure. The residue was purified by silica gel column chromatography. Several drops of concentrated hydrochloric acid were added to a solution of the resulting intermediate in methanol (...